This data is from the Open Reaction Database (ORD), a public repository of structured organic reaction records. The task is: describe an organic reaction: reactants, conditions, products, and yield The reactants are CCN(CC)S(=O)(=O)CCCCCCl, CCN(C(C)C)C(C)C, Clc1ccc(C(c2ccccc2)N2CCNCC2)cc1. Product: CCN(CC)S(=O)(=O)CCCCCN1CCN(C(c2ccccc2)c2ccc(Cl)cc2)CC1. RXN SMILES: [CH2:21]([CH3:22])[N:23]([S:24](=[O:25])(=[O:26])[CH2:27][CH2:28][CH2:29][CH2:30][CH2:31][Cl:32])[CH2:33][CH3:34].[CH2:35]([N:36]([CH:37]([CH3:38])[CH3:39])[CH:40]([CH3:41])[CH3:42])[CH3:43].[Cl:1][c:2]1[cH:3][cH:4][c:5]([CH:8]([N:9]2[CH2:10][CH2:11][NH:12][CH2:13][CH2:14]2)[c:15]2[cH:16][cH:17][cH:18][cH:19][cH:20]2)[cH:6][cH:7]1>>[Cl:1][c:2]1[cH:3][cH:4][c:5]([CH:8]([N:9]2[CH2:10][CH2:11][N:12]([CH2:31][CH2:30][CH2:29][CH2:28][CH2:27][S:24]([N:23]([CH2:21][CH3:22])[CH2:33][CH3:34])(=[O:25])=[O:26])[CH2:13][CH2:14]2)[c:15]2[cH:16][cH:17][cH:18][cH:19][cH:20]2)[cH:6][cH:7]1. The product is CCOC(=O)c1cnn(C)c1. As a reaction SMILES: [ClH:20].[N:1]([O:2][C:3]([CH3:4])([CH3:5])[CH3:6])=[O:7].[NH2:8][c:9]1[c:10]([C:15](=[O:16])[O:17][CH2:18][CH3:19])[cH:11][n:12][n:13]1[CH3:14].[O:22]=[CH:23][N:24]([CH3:25])[CH3:26].[OH2:21]>>[cH:9]1[c:10]([C:15](=[O:16])[O:17][CH2:18][CH3:19])[cH:11][n:12][n:13]1[CH3:14]. The reactants are Cl, CC(C)(C)ON=O, CCOC(=O)c1cnn(C)c1N, CN(C)C=O, O.